Dataset: the Open Reaction Database (ORD), a public repository of structured organic reaction records. Task: describe an organic reaction: reactants, conditions, products, and yield The reactants are S(O)(O)(=O)=O (sulfuric acid), CO (methyl alcohol), CC1=CC(=NO1)C(=O)O (5-methyl-3-isoxazolecarboxlic acid). The product is COC(=O)C1=NOC(=C1)C (5-methyl-3-isoxazolecarboxylic acid methyl ester), isoxazole ester. RXN SMILES: [CH3:1][C:2]1[O:6][N:5]=[C:4]([C:7]([OH:9])=[O:8])[CH:3]=1.S(=O)(=O)(O)O.[CH3:15]O>>[CH3:15][O:8][C:7]([C:4]1[CH:3]=[C:2]([CH3:1])[O:6][N:5]=1)=[O:9]. Reported procedure: 2,5-Hexanedione, 9 is the starting material for the process. 2,5-Hexanedione 9 is nitrated and oxidized with nitric acid to form 5-methyl-3-isoxazolecarboxlic acid 8, (isoxazole acid). Isoxazole acid 8 is esterified by treating it with methyl alcohol and sulfuric acid to give 5-methyl-3-isoxazolecarboxylic acid methyl ester, isoxazole ester 7. Isoxazole ester 7 is reacted with Benzylhydrazine 5 which itself is prepared from the reaction of benzaldehyde 6 with hydrazine and then reduced with hydr... Reactants: ClC1=C(C=O)C(=CC=C1F)F (2-chloro-3,6-difluoro-benzaldehyde), Cl.NO (hydroxylamine HCl), C(C)(=O)[O-].[Na+] (sodium acetate). Solvent: C(C)O (ethanol). Yields the product ClC1=C(C=NO)C(=CC=C1F)F (2-chloro-3,6-difluoro-benzaldehyde oxime). RXN SMILES: [Cl:1][C:2]1[C:9]([F:10])=[CH:8][CH:7]=[C:6]([F:11])[C:3]=1[CH:4]=O.Cl.[NH2:13][OH:14].C([O-])(=O)C.[Na+]>C(O)C>[Cl:1][C:2]1[C:9]([F:10])=[CH:8][CH:7]=[C:6]([F:11])[C:3]=1[CH:4]=[N:13][OH:14] |f:1.2,3.4|. Procedure: A solution of 2-chloro-3,6-difluoro-benzaldehyde (16.5 g, 93 mmol) in ethanol (80 ml) was treated with hydroxylamine HCl (7.80 g, 112 mmol) and sodium acetate (9.20 g, 112 mmol). The mixture was heated under reflux for 16 h, then the solvent was evaporated, and the residue stirred with water. The precipitate was filtered and dried to afford 2-chloro-3,6-difluoro-benzaldehyde oxime. It was dissolved in acetic anhydride (140 ml) and refluxed for 16 h, then the mixture was evaporated to afford 2-ch...